Dataset: the Open Reaction Database (ORD), a public repository of structured organic reaction records. Task: describe an organic reaction: reactants, conditions, products, and yield Reactants: C(C)#N (acetonitrile), [OH-].[K+] (potassium hydroxide), CCCCCC (hexane), C1(CCCCC1)=O (cyclohexanone). Run in O (water). Conditions: temperature 55 celsius. Yields the product C1(CCCCC1)=CC#N (Cyclohexylideneacetonitrile). As a reaction SMILES: [OH-].[K+].[CH3:3][CH2:4][CH2:5][CH2:6][CH2:7][CH3:8].C1(=O)CCCCC1.[C:16](#[N:18])[CH3:17]>O>[C:5]1(=[CH:17][C:16]#[N:18])[CH2:4][CH2:3][CH2:8][CH2:7][CH2:6]1 |f:0.1|. Procedure: A 10 l round-bottom flask is loaded with 285 g (4.57 mols) of 90% potassium hydroxide in flakes and 1775 ml of hexane. The mixture is heated to 55° C. and, keeping heating, a solution consisting of 450 g (4.59 mols) of cyclohexanone and 1351 ml of acetonitrile is quickly dropped therein (during the addition temperature falls to 52.6° C.). The mixture is refluxed for 7 hours, then cooled at room temperature. 2863 ml of water are added thereof to dissolve the solid. The organic phase is washed twi... Starting materials: O=Cc1ccc(OCc2ccccc2)cc1, C1CCNC1, Cc1ccc([N+](=O)[O-])cc1[N+](=O)[O-], CN(C)C=O, CC(C)O. The product is O=[N+]([O-])c1ccc(C=Cc2ccc(OCc3ccccc3)cc2)c([N+](=O)[O-])c1. Reaction SMILES: [CH2:14]([c:15]1[cH:16][cH:17][cH:18][cH:19][cH:20]1)[O:21][c:22]1[cH:23][cH:24][c:25]([CH:26]=[O:27])[cH:28][cH:29]1.[CH2:30]1[CH2:31][NH:32][CH2:33][CH2:34]1.[CH3:1][c:2]1[cH:3][cH:4][c:5]([N+:11]([O-:12])=[O:13])[cH:6][c:7]1[N+:8]([O-:9])=[O:10].[CH3:35][N:36]([CH3:37])[CH:38]=[O:39].[CH:40]([OH:41])([CH3:42])[CH3:43]>>[CH:1]([c:2]1[cH:3][cH:4][c:5]([N+:11]([O-:12])=[O:13])[cH:6][c:7]1[N+:8]([O-:9])=[O:10])=[CH:26][c:25]1[cH:24][cH:23][c:22]([O:21][CH2:14][c:15]2[cH:16][cH:17][cH:18][cH:19][cH:20]2)[cH:29][cH:28]1. Reactants: N#Cc1ccc(CBr)cc1, C[N+](C)(C)Cc1ccccc1, [Cl-], ClCCl, [Na+], [OH-], O, CCC(CO)n1cnc2cnc3ccccc3c21. Yields the product CCC(COCc1ccc(C#N)cc1)n1cnc2cnc3ccccc3c21. RXN SMILES: [Br:19][CH2:20][c:21]1[cH:22][cH:23][c:24]([C:27]#[N:28])[cH:25][cH:26]1.[CH2:32]([N+:33]([CH3:34])([CH3:35])[CH3:36])[c:37]1[cH:38][cH:39][cH:40][cH:41][cH:42]1.[Cl-:31].[Cl:43][CH2:44][Cl:45].[Na+:30].[OH-:29].[OH2:46].[n:1]1([CH:14]([CH2:15][OH:16])[CH2:17][CH3:18])[cH:2][n:3][c:4]2[cH:5][n:6][c:7]3[cH:8][cH:9][cH:10][cH:11][c:12]3[c:13]12>>[n:1]1([CH:14]([CH2:15][O:16][CH2:20][c:21]2[cH:22][cH:23][c:24]([C:27]#[N:28])[cH:25][cH:26]2)[CH2:17][CH3:18])[cH:2][n:3][c:4]2[cH:5][n:6][c:7]3[cH:8][cH:9][cH:10][cH:11][c:12]3[c:13]12. Starting materials: Cl.ClCCCCOC=1C=CC2=CC3=CC=C(C=C3N=C2C1)OCCCCCl (3,6-bis(4-chlorobutoxy) acridine hydrochloride), C(C)NCC (diethylamine), steel. Yields the product Cl.Cl.Cl.C(C)N(CCCCOC=1C=CC2=CC3=CC=C(C=C3N=C2C1)OCCCCN(CC)CC)CC (3,6-bis(4-diethylaminobutoxy)acridine trihydrochloride). RXN SMILES: [ClH:1].[Cl:2][CH2:3][CH2:4][CH2:5][CH2:6][O:7][C:8]1[CH:9]=[CH:10][C:11]2[C:20]([CH:21]=1)=[N:19][C:18]1[C:13](=[CH:14][CH:15]=[C:16]([O:22][CH2:23][CH2:24][CH2:25][CH2:26]Cl)[CH:17]=1)[CH:12]=2.[CH2:28]([NH:30][CH2:31][CH3:32])[CH3:29]>>[ClH:2].[ClH:1].[ClH:2].[CH2:28]([N:30]([CH2:31][CH3:32])[CH2:3][CH2:4][CH2:5][CH2:6][O:7][C:8]1[CH:9]=[CH:10][C:11]2[C:20]([CH:21]=1)=[N:19][C:18]1[C:13](=[CH:14][CH:15]=[C:16]([O:22][CH2:23][CH2:24][CH2:25][CH2:26][N:19]([CH2:20][CH3:11])[CH2:18][CH3:17])[CH:17]=1)[CH:12]=2)[CH3:29] |f:0.1,3.4.5.6|. Procedure: A mixture of 2.0 g. of 3,6-bis(4-chlorobutoxy) acridine hydrochloride and 150 ml. of diethylamine is heated in a steel bomb at 100° C. for 24 hours. The excess diethylamine is removed under reduced pressure. The residue is dissolved in 150 ml. of chloroform and this chloroform solution is washed with two 30 ml. portions of saturated aqueous sodium bicarbonate, then dried over sodium sulfate and filtered. The chlorofrom is evaporated and the residue is dissolved in 50 ml. of absolute ethanol. A 1... Starting materials: CC(=O)OC(C)=O, Cc1cc(O)nc(C)n1, O=Cc1cccc(Cl)c1. Yields the product Cc1cc(O)nc(C=Cc2cccc(Cl)c2)n1. As a reaction SMILES: [CH3:19][C:20]([O:21][C:22](=[O:23])[CH3:24])=[O:25].[CH3:1][c:2]1[n:3][c:4]([OH:9])[cH:5][c:6]([CH3:8])[n:7]1.[Cl:10][c:11]1[cH:12][c:13]([CH:14]=[O:15])[cH:16][cH:17][cH:18]1>>[CH:1]([c:2]1[n:3][c:4]([OH:9])[cH:5][c:6]([CH3:8])[n:7]1)=[CH:14][c:13]1[cH:12][c:11]([Cl:10])[cH:18][cH:17][cH:16]1. Reactants: N1CC2(CCC1)CSC1=C(O2)C2=CC=CC=C2C(C1=O)=O (spiro[naphtho[1,2-b][1,4]oxathiine-2,3′-piperidine]-5,6-dione), C(C)(C)(C)C1=CC=C(OC[C@H]2OC2)C=C1 ((2S)-2-[(4-tert-butylphenoxy)methyl]oxirane). Yields the product C(C)(C)(C)C1=CC=C(OC[C@H](CN2CC3(CCC2)CSC2=C(O3)C3=CC=CC=C3C(C2=O)=O)O)C=C1 (1′-[(2S)-3-(4-tert-butylphenoxy)-2-hydroxypropyl]spiro[naphtho[1,2-b][1,4]oxathiine-2,3′-piperidine]-5,6-dione). As a reaction SMILES: [NH:1]1[CH2:6][CH2:5][CH2:4][C:3]2([O:11][C:10]3[C:12]4[C:17]([C:18](=[O:21])[C:19](=[O:20])[C:9]=3[S:8][CH2:7]2)=[CH:16][CH:15]=[CH:14][CH:13]=4)[CH2:2]1.[C:22]([C:26]1[CH:36]=[CH:35][C:29]([O:30][CH2:31][C@@H:32]2[CH2:34][O:33]2)=[CH:28][CH:27]=1)([CH3:25])([CH3:24])[CH3:23]>>[C:22]([C:26]1[CH:36]=[CH:35][C:29]([O:30][CH2:31][C@@H:32]([OH:33])[CH2:34][N:1]2[CH2:6][CH2:5][CH2:4][C:3]3([O:11][C:10]4[C:12]5[C:17]([C:18](=[O:21])[C:19](=[O:20])[C:9]=4[S:8][CH2:7]3)=[CH:16][CH:15]=[CH:14][CH:13]=5)[CH2:2]2)=[CH:28][CH:27]=1)([CH3:23])([CH3:24])[CH3:25]. Procedure details: Compound 197 was synthesized using spiro[naphtho[1,2-b][1,4]oxathiine-2,3′-piperidine]-5,6-dione, (2S)-2-[(4-tert-butylphenoxy)methyl]oxirane and conditions outlined in procedure Y. M.p.=90-92° C., 400 MHz 1H NMR (CDCl3) δ: 8.04-8.02 (d, J=7.43 Hz, 1H), 7.75-7.73 (d, J=7.82 Hz, 1H), 7.63-7.58 (m, 1H), 7.48-7.44 (m, 1H), 7.31-7.21 (m, 2H), 6.83-6.80 (m, 1H), 4.13-4.07 (m, 1H), 3.15-2.96 (m, 3H), 2.82 (s, 1H), 2.65-2.50 (m, 5H), 2.04-1.73 (m, 4H), 1.29 (s, 9H); LCMS: 508 [M+H]. Reactants: N#CBr (cyanogen bromide), C(C)(=O)OC1=CC=C(C=C1)C(=C)C (p-isopropenylphenyl acetate), C=CC1=CC=CC=C1 (styrene). Solvent: C(Cl)(Cl)Cl (chloroform), C(C)N(CC)CC (triethylamine), C(C)N(CC)CC (triethylamine), O (water). Reaction conditions: time 900 second. Product: [O-]C#N (cyanate), C(C)(=O)OC1=CC=C(C=C1)C(=C)C (p-isopropenylphenyl acetate), C=CC1=CC=CC=C1 (styrene). RXN SMILES: [C:1]([O:4][C:5]1[CH:10]=[CH:9][C:8]([C:11]([CH3:13])=[CH2:12])=[CH:7][CH:6]=1)(=[O:3])[CH3:2].[CH2:14]=[CH:15][C:16]1[CH:21]=[CH:20][CH:19]=[CH:18][CH:17]=1.[N:22]#CBr>O.C(N(CC)CC)C.C(Cl)(Cl)Cl>[O-:4][C:5]#[N:22].[C:1]([O:4][C:5]1[CH:10]=[CH:9][C:8]([C:11]([CH3:13])=[CH2:12])=[CH:7][CH:6]=1)(=[O:3])[CH3:2].[CH2:14]=[CH:15][C:16]1[CH:21]=[CH:20][CH:19]=[CH:18][CH:17]=1. Procedure: An 88.0 gram portion of the hydrolyzed p-isopropenylphenyl acetate and styrene copolymer and 600 grams of chloroform were added to a reactor and maintained under a nitrogen atmosphere with stirring. The transparent viscous solution was coold to 0° C., then 34.96 grams of cyanogen bromide (0.30 mole) was added. Thirteen minutes (780 s) later, 34.96 grams of triethylamine (0.33 mole) was added to the reactor over a 31 minute (1860 s) period and so as to maintain the reaction temperature at -1° to ...